describe an organic reaction: reactants, conditions, products, and yield From a dataset of the Open Reaction Database (ORD), a public repository of structured organic reaction records. The reactants are N(=[N+]=[N-])C1C2CCOC(N2C1=O)(C)C (7-azido-8-oxo-2,2-dimethyl-3-oxa-1-azabicyclo[4.2.0]octane), O=C1CC2CCOC(N12)(C)C (8-oxo-2,2-dimethyl-3-oxa-1-azabicyclo[4.2.0]octane), [Si](C)(C)(C(C)(C)C)N1C(CC1C=C)=O (1-(t-butyldimethylsilyl)-4-vinyl-2-azetidinone). The product is [Si](C)(C)(C(C)(C)C)N1C(C(C1C=C)N=[N+]=[N-])=O (1-(t-butyldimethylsilyl)-3-azido-4-vinyl-2-azetidinone). RXN SMILES: [N:1]([CH:4]1[C:11](=[O:12])[N:10]2[CH:5]1[CH2:6][CH2:7]OC2(C)C)=[N+:2]=[N-:3].O=C1N2C(CCOC2(C)C)C1.[Si:26](N1C(C=C)CC1=O)([C:29]([CH3:32])([CH3:31])[CH3:30])([CH3:28])[CH3:27]>>[Si:26]([N:10]1[CH:5]([CH:6]=[CH2:7])[CH:4]([N:1]=[N+:2]=[N-:3])[C:11]1=[O:12])([C:29]([CH3:32])([CH3:31])[CH3:30])([CH3:28])[CH3:27]. Reported procedure: Following the procedure described for the preparation of 7-azido-8-oxo-2,2-dimethyl-3-oxa-1-azabicyclo[4.2.0]octane from 8-oxo-2,2-dimethyl-3-oxa-1-azabicyclo[4.2.0]octane (Example 5, Step A) and using 1-(t-butyldimethylsilyl)-4-vinyl-2-azetidinone there is obtained 1-(t-butyldimethylsilyl)-3-azido-4-vinyl-2-azetidinone. The product is C(C=C)(=O)NC(CS(=O)(=O)OC)(C)C (methyl 2-acrylamido-2-methylpropanesulfonate). Reported procedure: Following substantially the procedure of Example 1, a reaction mixture is prepared from 400.3 grams (4.45 gramatoms of sulfur) of 40% oleum, 1930 grams (36.4 moles) of acrylonitrile (containing 0.013% water) and 56 grams (1 equivalent) of isobutene. The addition rates are the same as in Example 1 except that the oleum addition rate is 6.8 grams per minute. Following the completion of the acrylonitrile and isobutene addition, oleum addition is continued until the indicated amount has been introdu... Reaction SMILES: [OH:1][S:2](O)(=O)=[O:3].[O:6]=S(=O)=O.[C:10](#[N:13])[CH:11]=[CH2:12].[CH2:14]=[C:15]([CH3:17])[CH3:16].CO.COC1C=C[C:25]([OH:28])=CC=1>>[C:10]([NH:13][C:15]([CH3:17])([CH3:16])[CH2:14][S:2]([O:28][CH3:25])(=[O:3])=[O:1])(=[O:6])[CH:11]=[CH2:12] |f:0.1|. Starting materials: OS(=O)(=O)O.O=S(=O)=O (oleum), C(C=C)#N (acrylonitrile), C=C(C)C (isobutene), C(C=C)#N (acrylonitrile), C=C(C)C (isobutene), OS(=O)(=O)O.O=S(=O)=O (oleum), ice, OS(=O)(=O)O.O=S(=O)=O (oleum), CO (methanol), COC1=CC=C(C=C1)O (p-Methoxyphenol). Reactants: CCCC[Sn](CCCC)(CCCC)c1ncco1, COC(=O)c1nc(Br)c(C(F)(F)F)cc1N, C1COCCO1, c1ccc(P(c2ccccc2)(c2ccccc2)[Pd](P(c2ccccc2)(c2ccccc2)c2ccccc2)(P(c2ccccc2)(c2ccccc2)c2ccccc2)P(c2ccccc2)(c2ccccc2)c2ccccc2)cc1. Product: COC(=O)c1nc(-c2ncco2)c(C(F)(F)F)cc1N. RXN SMILES: [CH2:17]([Sn:18]([CH2:19][CH2:20][CH2:21][CH3:27])([c:22]1[o:23][cH:24][cH:25][n:26]1)[CH2:28][CH2:29][CH2:30][CH3:31])[CH2:32][CH2:33][CH3:34].[CH3:1][O:2][C:3](=[O:4])[c:5]1[n:6][c:7]([Br:16])[c:8]([C:12]([F:13])([F:14])[F:15])[cH:9][c:10]1[NH2:11].[O:35]1[CH2:36][CH2:37][O:38][CH2:39][CH2:40]1.[cH:41]1[cH:42][cH:43][c:44]([P:45]([Pd:46]([P:47]([c:48]2[cH:49][cH:50][cH:51][cH:52][cH:53]2)([c:54]2[cH:55][cH:56][cH:57][cH:58][cH:59]2)[c:60]2[cH:61][cH:62][cH:63][cH:64][cH:65]2)([P:66]([c:67]2[cH:68][cH:69][cH:70][cH:71][cH:72]2)([c:73]2[cH:74][cH:75][cH:76][cH:77][cH:78]2)[c:79]2[cH:80][cH:81][cH:82][cH:83][cH:84]2)[P:85]([c:86]2[cH:87][cH:88][cH:89][cH:90][cH:91]2)([c:92]2[cH:93][cH:94][cH:95][cH:96][cH:97]2)[c:98]2[cH:99][cH:100][cH:101][cH:102][cH:103]2)([c:104]2[cH:105][cH:106][cH:107][cH:108][cH:109]2)[c:110]2[cH:111][cH:112][cH:113][cH:114][cH:115]2)[cH:116][cH:117]1>>[CH3:1][O:2][C:3](=[O:4])[c:5]1[n:6][c:7](-[c:22]2[o:23][cH:24][cH:25][n:26]2)[c:8]([C:12]([F:13])([F:14])[F:15])[cH:9][c:10]1[NH2:11]. Starting materials: BrCc1ccccc1, O=C([O-])[O-], CN(C)C=O, CCOC(C)=O, [K+], [K+], O, N#Cc1ccc(O)cc1F. The product is N#Cc1ccc(OCc2ccccc2)cc1F. As a reaction SMILES: [Br:17][CH2:18][c:19]1[cH:20][cH:21][cH:22][cH:23][cH:24]1.[C:11](=[O:12])([O-:13])[O-:14].[CH3:26][N:27]([CH3:28])[CH:29]=[O:30].[CH3:31][CH2:32][O:33][C:34](=[O:35])[CH3:36].[K+:15].[K+:16].[OH2:25].[OH:1][c:2]1[cH:3][c:4]([F:10])[c:5]([C:6]#[N:7])[cH:8][cH:9]1>>[O:1]([c:2]1[cH:3][c:4]([F:10])[c:5]([C:6]#[N:7])[cH:8][cH:9]1)[CH2:18][c:19]1[cH:20][cH:21][cH:22][cH:23][cH:24]1. Reactants: Cl.NO (hydroxylamine monohydrochloride), N1=CC=CC=C1 (pyridine), C(C)C1=NC=2C(=NC(=CC2C)C)N1CC1=CC=C(C(=O)C2=CC=CC=C2)C=C1 (4-(2-Ethyl-5,7-dimethylimidazo[4,5-b]pyridin-3-ylmethyl)benzophenone). The solvent is C(Cl)(Cl)Cl (chloroform), C(C)O (ethanol). Reaction conditions: temperature 60 celsius, time 3.5 hour. Product: C(C)C1=NC=2C(=NC(=CC2C)C)N1CC1=CC=C(C(C2=CC=CC=C2)=NO)C=C1 (4-(2-Ethyl-5,7-dimethylimidazo[4,5-b]pyridin-3-ylmethyl)benzophenone oxime). The yield is 68.2%. RXN SMILES: [CH2:1]([C:3]1[N:13]([CH2:14][C:15]2[CH:28]=[CH:27][C:18]([C:19]([C:21]3[CH:26]=[CH:25][CH:24]=[CH:23][CH:22]=3)=O)=[CH:17][CH:16]=2)[C:6]2=[N:7][C:8]([CH3:12])=[CH:9][C:10]([CH3:11])=[C:5]2[N:4]=1)[CH3:2].Cl.[NH2:30][OH:31].N1C=CC=CC=1>C(O)C.C(Cl)(Cl)Cl>[CH2:1]([C:3]1[N:13]([CH2:14][C:15]2[CH:28]=[CH:27][C:18]([C:19](=[N:30][OH:31])[C:21]3[CH:26]=[CH:25][CH:24]=[CH:23][CH:22]=3)=[CH:17][CH:16]=2)[C:6]2=[N:7][C:8]([CH3:12])=[CH:9][C:10]([CH3:11])=[C:5]2[N:4]=1)[CH3:2] |f:1.2|. Procedure details: Compound 1 (0.300 g, 0.812 mmol) was dissolved in ethanol (10 mL), and hydroxylamine monohydrochloride (0.113 g, 1.63 mmol) and pyridine (0.145 mL, 1.79 mmol) was added to the solution, followed by stirring at 60° C. for 3.5 hours. The reaction mixture was diluted with chloroform, and sequentially washed with water, 0.5 mol/L hydrochloric acid, and saturated brine. The organic layer was dried over anhydrous magnesium sulfate, and concentrated under reduced pressure. The crude crystals were recry... RXN SMILES: [CH2:1]([c:2]1[cH:3][cH:4][cH:5][cH:6][cH:7]1)[c:8]1[cH:9][n:10][c:11]2[c:12]([C:25]([F:26])([F:27])[F:28])[cH:13][cH:14][cH:15][c:16]2[c:17]1-[c:18]1[cH:19][c:20]([NH2:24])[cH:21][cH:22][cH:23]1.[nH:29]1[c:30]([CH:34]=[O:35])[n:31][cH:32][cH:33]1>>[CH2:1]([c:2]1[cH:3][cH:4][cH:5][cH:6][cH:7]1)[c:8]1[cH:9][n:10][c:11]2[c:12]([C:25]([F:26])([F:27])[F:28])[cH:13][cH:14][cH:15][c:16]2[c:17]1-[c:18]1[cH:19][c:20]([NH:24][CH2:34][c:30]2[nH:29][cH:33][cH:32][n:31]2)[cH:21][cH:22][cH:23]1. Starting materials: Nc1cccc(-c2c(Cc3ccccc3)cnc3c(C(F)(F)F)cccc23)c1, O=Cc1ncc[nH]1. Yields the product FC(F)(F)c1cccc2c(-c3cccc(NCc4ncc[nH]4)c3)c(Cc3ccccc3)cnc12.